Dataset: the Open Reaction Database (ORD), a public repository of structured organic reaction records. Task: describe an organic reaction: reactants, conditions, products, and yield Starting materials: 38.6, B(O)(O)O (boric acid), ferric sulfate, [OH-].[Na+] (NaOH), ice water, C(CCC)C1=CC=C(N)C=C1 (4-butylaniline), [N+](=O)([O-])C=1C=C(C=CC1)S(=O)(=O)O (m-nitrobenzenesulfonic acid), S(O)(O)(=O)=O (sulfuric acid). The solvent is OCC(O)CO (glycerin). Reaction conditions: temperature 140 celsius. The product is C(CCC)C=1C=C2C=CC=NC2=CC1 (6-butylquinoline). Isolated yield 66.6%. As a reaction SMILES: [CH2:1]([C:5]1[CH:11]=[CH:10][C:8]([NH2:9])=[CH:7][CH:6]=1)[CH2:2][CH2:3][CH3:4].[N+]([C:15]1[CH:16]=C(S(O)(=O)=O)C=C[CH:20]=1)([O-])=O.B(O)(O)O.S(=O)(=O)(O)O.[OH-].[Na+]>OCC(CO)O>[CH2:1]([C:5]1[CH:11]=[C:10]2[C:8](=[CH:7][CH:6]=1)[N:9]=[CH:16][CH:15]=[CH:20]2)[CH2:2][CH2:3][CH3:4] |f:4.5|. Procedure: 38.6 (259 mM) of 4-butylaniline, 80.5 g (875 mM) of glycerin, 25.0 g of m-nitrobenzenesulfonic acid, 7.6 g of ferric sulfate and 13.2 g of boric acid were placed in a 500 ml-three necked flask. To the mixture, 47.4 ml of conc. sulfuric acid was added dropwise over 20 minutes with stirring on an ice bath, whereby the temperature was increased from 8° C. to 50° C. The mixture was heat-refluxed at 135-145° C. for 2 hours under stirring. After the reaction, the reaction mixture was poured into ice w... Reactants: C[C@@]12C(C([C@@H](CC1)C2(C)C)=O)=O ((1R,4S)-1,7,7-trimethyl-bicyclo[2.2.1]heptane-2,3-dione), COP(OC)(=O)CC(=O)C1CC1 ((2-Cyclopropyl-2-oxo-ethyl)-phosphonic acid dimethyl ester), O.NN (hydrazine monohydrate). Product: C1(CC1)C=1N=NC=2[C@@]3(CC[C@H](C2C1)C3(C)C)C ((1R,8S)-5-Cyclopropyl-1,11,11-trimethyl-3,4-diaza-tricyclo[6.2.1.02,7]undeca-2(7),3,5-triene). RXN SMILES: [CH3:1][C@:2]12[C:8]([CH3:10])([CH3:9])[C@H:5]([CH2:6][CH2:7]1)[C:4](=O)[C:3]2=O.COP([CH2:19][C:20]([CH:22]1[CH2:24][CH2:23]1)=O)(=O)OC.O.[NH2:26][NH2:27]>>[CH:22]1([C:20]2[N:26]=[N:27][C:3]3[C@@:2]4([CH3:1])[C:8]([CH3:10])([CH3:9])[C@@H:5]([C:4]=3[CH:19]=2)[CH2:6][CH2:7]4)[CH2:24][CH2:23]1 |f:2.3|. Procedure: colorless oil. MS (EI): 228.3 (M+). Prepared from (1R,4S)-1,7,7-trimethyl-bicyclo[2.2.1]heptane-2,3-dione, (2-Cyclopropyl-2-oxo-ethyl)-phosphonic acid dimethyl ester, hydrazine monohydrate. Reported procedure: To a stirred mixture of methyl 4-[(4-{2-[(4-hydroxy-1,2-benzisoxazol-3-yl)oxy]ethyl}piperidin-1-yl)-methyl]tetrahydro-2H-pyran-4-carboxylate (0.63 g, 1.5 mmol, EXAMPLE 7, step 6) and potassium carbonate in N,N-dimethylformamide (3.0 mL) was added 2,2,2-trifluoroethyl trifluoromethanesulfonate (0.26 mL, 1.8 mmol) at 70° C. After being stirred at 70° C. for 3 h, the mixture was cooled to room temperature. The mixture was extracted with ethyl acetate (50 mL×2) and washed with water and brine. The e... Starting materials: OC1=CC=CC2=C1C(=NO2)OCCC2CCN(CC2)CC2(CCOCC2)C(=O)OC (Methyl 4-[(4-{2-[(4-hydroxy-1,2-benzisoxazol-3-yl)oxy]ethyl}piperidin-1-yl)methyl]tetrahydro-2H-pyran-4-carboxylate), C([O-])([O-])=O.[K+].[K+] (potassium carbonate), FC(S(=O)(=O)OCC(F)(F)F)(F)F (2,2,2-trifluoroethyl trifluoromethanesulfonate). Solvent: CN(C=O)C (N,N-dimethylformamide). Product: FC(COC1=CC=CC2=C1C(=NO2)OCCC2CCN(CC2)CC2(CCOCC2)C(=O)OC)(F)F (Methyl 4-{[4-(2-{[4-(2,2,2-trifluoroethoxy)-1,2-benzisoxazol-3-yl]oxy}ethyl)piperidin-1-yl]methyl}-tetrahydro-2H-pyran-4-carboxylate). Reaction conditions: temperature 70 celsius, time 3 hour. The yield is 91.9%. Reaction SMILES: [OH:1][C:2]1[C:7]2[C:8]([O:11][CH2:12][CH2:13][CH:14]3[CH2:19][CH2:18][N:17]([CH2:20][C:21]4([C:27]([O:29][CH3:30])=[O:28])[CH2:26][CH2:25][O:24][CH2:23][CH2:22]4)[CH2:16][CH2:15]3)=[N:9][O:10][C:6]=2[CH:5]=[CH:4][CH:3]=1.C(=O)([O-])[O-].[K+].[K+].FC(F)(F)S(O[CH2:43][C:44]([F:47])([F:46])[F:45])(=O)=O>CN(C)C=O>[F:45][C:44]([F:47])([F:46])[CH2:43][O:1][C:2]1[C:7]2[C:8]([O:11][CH2:12][CH2:13][CH:14]3[CH2:19][CH2:18][N:17]([CH2:20][C:21]4([C:27]([O:29][CH3:30])=[O:28])[CH2:26][CH2:25][O:24][CH2:23][CH2:22]4)[CH2:16][CH2:15]3)=[N:9][O:10][C:6]=2[CH:5]=[CH:4][CH:3]=1 |f:1.2.3|. Starting materials: O=C(Br)CBr, O=C([O-])O, ClC(Cl)Cl, Nc1cc(OC(F)(F)F)ccc1O, [Na+]. Product: O=C(CBr)Nc1cc(OC(F)(F)F)ccc1O. RXN SMILES: [Br:19][CH2:20][C:21](=[O:22])[Br:23].[C:14](=[O:15])([OH:16])[O-:17].[CH:24]([Cl:25])([Cl:26])[Cl:27].[NH2:1][c:2]1[c:3]([OH:13])[cH:4][cH:5][c:6]([O:8][C:9]([F:10])([F:11])[F:12])[cH:7]1.[Na+:18]>>[NH:1]([c:2]1[c:3]([OH:13])[cH:4][cH:5][c:6]([O:8][C:9]([F:10])([F:11])[F:12])[cH:7]1)[C:21]([CH2:20][Br:19])=[O:22]. Starting materials: C1=CCCC=C1, O=C1C=CC(=O)C=C1, c1ccccc1. The product is O=C1C=CC(=O)C2C3C=CC(CC3)C12. As a reaction SMILES: [CH:9]1=[CH:10][CH:11]=[CH:12][CH2:13][CH2:14]1.[O:1]=[C:2]1[CH:3]=[CH:4][C:5](=[O:6])[CH:7]=[CH:8]1.[cH:15]1[cH:16][cH:17][cH:18][cH:19][cH:20]1>>[O:1]=[C:2]1[CH:3]=[CH:4][C:5](=[O:6])[CH:7]2[CH:8]1[CH:14]1[CH:9]=[CH:10][CH:11]2[CH2:12][CH2:13]1. The reactants are C12(CC3CC(CC(C1)C3)C2)CCC2=C(N=C(N2)C2CCCCC2)C(=O)O (5-(2-Adamantan-1-yl-ethyl)-2-cyclohexyl-1H-imidazole-4-carboxylic acid), C(C)OC(C(C)(C)C1=CC(=CC=C1)N)=O (2-(3-amino-phenyl)-2-methyl-propionic acid ethyl ester), ethyl ester. The product is C12(CC3CC(CC(C1)C3)C2)CCC2=C(N=C(N2)C2CCCCC2)C(=O)NC=2C=C(C=CC2)C(C(=O)O)(C)C (2-(3-{[5-(2-Adamantan-1-yl-ethyl)-2-cyclohexyl-1H-imidazole-4-carbonyl]-amino}-phenyl)-2-methyl-propionic Acid). RXN SMILES: [C:1]12([CH2:11][CH2:12][C:13]3[NH:17][C:16]([CH:18]4[CH2:23][CH2:22][CH2:21][CH2:20][CH2:19]4)=[N:15][C:14]=3[C:24]([OH:26])=O)[CH2:10][CH:5]3[CH2:6][CH:7]([CH2:9][CH:3]([CH2:4]3)[CH2:2]1)[CH2:8]2.C([O:29][C:30](=[O:41])[C:31]([C:34]1[CH:39]=[CH:38][CH:37]=[C:36]([NH2:40])[CH:35]=1)([CH3:33])[CH3:32])C>>[C:1]12([CH2:11][CH2:12][C:13]3[NH:17][C:16]([CH:18]4[CH2:19][CH2:20][CH2:21][CH2:22][CH2:23]4)=[N:15][C:14]=3[C:24]([NH:40][C:36]3[CH:35]=[C:34]([C:31]([CH3:33])([CH3:32])[C:30]([OH:41])=[O:29])[CH:39]=[CH:38][CH:37]=3)=[O:26])[CH2:2][CH:3]3[CH2:4][CH:5]([CH2:6][CH:7]([CH2:9]3)[CH2:8]1)[CH2:10]2. Reported procedure: 5-(2-Adamantan-1-yl-ethyl)-2-cyclohexyl-1H-imidazole-4-carboxylic acid (Example 252) was reacted with 2-(3-amino-phenyl)-2-methyl-propionic acid ethyl ester (prepared from 2-(4-chloro-phenyl)-2-methyl-propionic acid using Mutti's procedure (S. Mutti et al. Synth. Comm. 1997, 27, 425)) according to the procedure of Example 20, step d. The ethyl ester was hydrolysed using the same procedure as in Example 247, step b to afford the title compound. 1H NMR (300 MHz, d6-DMSO) 10.52 (1H, br s), 7.70 (2H... Reactants: CC(C)(C)c1ccc2cc(O)ccc2c1, COS(=O)(=O)OC, [K+], [OH-], O. The product is COc1ccc2cc(C(C)(C)C)ccc2c1. As a reaction SMILES: [C:1]([CH3:2])([CH3:3])([CH3:4])[c:5]1[cH:6][c:7]2[cH:8][cH:9][c:10]([OH:15])[cH:11][c:12]2[cH:13][cH:14]1.[CH3:18][O:19][S:20]([O:21][CH3:22])(=[O:23])=[O:24].[K+:17].[OH-:16].[OH2:25]>>[C:1]([CH3:2])([CH3:3])([CH3:4])[c:5]1[cH:6][c:7]2[cH:8][cH:9][c:10]([O:15][CH3:18])[cH:11][c:12]2[cH:13][cH:14]1.